Dataset: the Open Reaction Database (ORD), a public repository of structured organic reaction records. Task: describe an organic reaction: reactants, conditions, products, and yield The reactants are CCOC(=O)CC(Cc1ccc(OCCc2cccc(NC)n2)cc1)c1cccnc1, ClCCl, Cl, [Na+], C1COCCO1, [OH-], O. The product is CNc1cccc(CCOc2ccc(CC(CC(=O)O)c3cccnc3)cc2)n1. Reaction SMILES: [CH3:3][NH:4][c:5]1[cH:6][cH:7][cH:8][c:9]([CH2:11][CH2:12][O:13][c:14]2[cH:15][cH:16][c:17]([CH2:20][CH:21]([CH2:22][C:23](=[O:24])[O:25][CH2:26][CH3:27])[c:28]3[cH:29][n:30][cH:31][cH:32][cH:33]3)[cH:18][cH:19]2)[n:10]1.[Cl:42][CH2:43][Cl:44].[ClH:34].[Na+:2].[O:35]1[CH2:36][CH2:37][O:38][CH2:39][CH2:40]1.[OH-:1].[OH2:41]>>[CH3:3][NH:4][c:5]1[cH:6][cH:7][cH:8][c:9]([CH2:11][CH2:12][O:13][c:14]2[cH:15][cH:16][c:17]([CH2:20][CH:21]([CH2:22][C:23](=[O:24])[OH:25])[c:28]3[cH:29][n:30][cH:31][cH:32][cH:33]3)[cH:18][cH:19]2)[n:10]1. The reactants are C(C)(=O)O[C@@H]1[C@]2(C)[C@@H](CC1)[C@@H]1C=CC3=CC(C=C[C@]3(C)[C@]1([C@H](C2)F)Br)=O (17β-acetoxy-9-bromo-11β-fluoro-1,4,6-androstatrien-3-one), C1(=CC=CC=C1)[SnH](C1=CC=CC=C1)C1=CC=CC=C1 (triphenyltin hydride). Run in O1CCCC1 (tetrahydrofuran). Product: C(C)(=O)O[C@@H]1[C@]2(C)[C@@H](CC1)[C@@H]1C=CC3=CC(C=C[C@]3(C)[C@H]1[C@H](C2)F)=O (17β-acetoxy-11β-fluoro-1,4,6-androstatrien-3-one). As a reaction SMILES: [C:1]([O:4][C@H:5]1[CH2:10][CH2:9][C@H:8]2[C@H:11]3[C@:21](Br)([C@@H:22]([F:24])[CH2:23][C@:6]12[CH3:7])[C@:19]1([CH3:20])[C:14](=[CH:15][C:16](=[O:26])[CH:17]=[CH:18]1)[CH:13]=[CH:12]3)(=[O:3])[CH3:2].C1([SnH](C2C=CC=CC=2)C2C=CC=CC=2)C=CC=CC=1>O1CCCC1>[C:1]([O:4][C@H:5]1[CH2:10][CH2:9][C@H:8]2[C@H:11]3[C@H:21]([C@@H:22]([F:24])[CH2:23][C@:6]12[CH3:7])[C@:19]1([CH3:20])[C:14](=[CH:15][C:16](=[O:26])[CH:17]=[CH:18]1)[CH:13]=[CH:12]3)(=[O:3])[CH3:2]. Procedure details: 230 mg. of 17β-acetoxy-9-bromo-11β-fluoro-1,4,6-androstatrien-3-one is stirred at room temperature for 5 hours in 7 ml. of tetrahydrofuran with 1 ml. of triphenyltin hydride while adding 1 mg. of α,α'-azoisobutyrodinitrile. The solution is worked up as disclosed in Example 1. After purification by preparative layer chromatography, 70 mg. of 17β-acetoxy-11β-fluoro-1,4,6-androstatrien-3-one is isolated. UV: ε298 = 11,800 (methanol). Starting materials: C(C)(=O)O[C@@H]1C([C@@H]2CC[C@]3([C@@]4(CC[C@@]5([C@@H]([C@H]4CC[C@@H]3[C@]2(CC1)C)[C@@H](CC5)C(=C)C)C(=O)N[C@H]5C([C@H](C5)C(=O)N[C@H](C(=O)OC)C(C)C)(C)C)C)C)(C)C ((S)-methyl 2-((1S,3R)-3-((1R,3aS,5aR,5bR,7aR,9S,11aR,11bR,13aR,13bR)-9-acetoxy-5a,5b,8,8,11a-pentamethyl-1-(prop-1-en-2-yl)icosahydro-1H-cyclopenta[a]chrysene-3a-carboxamido)-2,2-dimethylcyclobutanecarboxamido)-3-methylbutanoate), [OH-].[Na+] (NaOH). The solvent is CO.C1CCOC1 (MeOH THF). Reaction conditions: time 16 hour. Yields the product O[C@@H]1C([C@@H]2CC[C@]3([C@@]4(CC[C@@]5([C@@H]([C@H]4CC[C@@H]3[C@]2(CC1)C)[C@@H](CC5)C(=C)C)C(=O)N[C@H]5C([C@H](C5)C(=O)N[C@H](C(=O)O)C(C)C)(C)C)C)C)(C)C ((S)-2-((1S,3R)-3-((1R,3aS,5aR,5bR,7aR,9S,11aR,11bR,13aR,13bR)-9-hydroxy-5a,5b,8,8,11a-pentamethyl-1-(prop-1-en-2-yl)icosahydro-1H-cyclopenta[a]chrysene-3a-carboxamido)-2,2-dimethylcyclobutanecarboxamido)-3-methylbutanoic acid). Yield: 64.9%. RXN SMILES: C([O:4][C@H:5]1[CH2:22][CH2:21][C@@:20]2([CH3:23])[C@@H:7]([CH2:8][CH2:9][C@:10]3([CH3:51])[C@@H:19]2[CH2:18][CH2:17][C@H:16]2[C@@:11]3([CH3:50])[CH2:12][CH2:13][C@@:14]3([C:30]([NH:32][C@@H:33]4[CH2:36][C@H:35]([C:37]([NH:39][C@@H:40]([CH:45]([CH3:47])[CH3:46])[C:41]([O:43]C)=[O:42])=[O:38])[C:34]4([CH3:49])[CH3:48])=[O:31])[CH2:26][CH2:25][C@@H:24]([C:27]([CH3:29])=[CH2:28])[C@@H:15]32)[C:6]1([CH3:53])[CH3:52])(=O)C.[OH-].[Na+]>CO.C1COCC1>[OH:4][C@H:5]1[CH2:22][CH2:21][C@@:20]2([CH3:23])[C@@H:7]([CH2:8][CH2:9][C@:10]3([CH3:51])[C@@H:19]2[CH2:18][CH2:17][C@H:16]2[C@@:11]3([CH3:50])[CH2:12][CH2:13][C@@:14]3([C:30]([NH:32][C@@H:33]4[CH2:36][C@H:35]([C:37]([NH:39][C@@H:40]([CH:45]([CH3:46])[CH3:47])[C:41]([OH:43])=[O:42])=[O:38])[C:34]4([CH3:49])[CH3:48])=[O:31])[CH2:26][CH2:25][C@@H:24]([C:27]([CH3:29])=[CH2:28])[C@@H:15]32)[C:6]1([CH3:52])[CH3:53] |f:1.2,3.4|. Procedure: To a stirred solution of (S)-methyl 2-((1S,3R)-3-((1R,3aS,5aR,5bR,7aR,9S,11aR,11bR,13aR,13bR)-9-acetoxy-5a,5b,8,8,11a-pentamethyl-1-(prop-1-en-2-yl)icosahydro-1H-cyclopenta[a]chrysene-3a-carboxamido)-2,2-dimethylcyclobutanecarboxamido)-3-methylbutanoate (Example 39, 0.300 g, 0.407 mmol) in MeOH:THF (2:1) (7.5 ml) 2N NaOH (2.5 ml) was added at 0° C. and allowed to stir at room temperature for about 16 hours. After completion of the reaction (monitored by TLC), the volatile was evaporated and the ... The reactants are CO, CN1CCC(c2c[nH]c3ccc([N+](=O)[O-])cc23)C(F)C1, NN, O. Yields the product CN1CCC(c2c[nH]c3ccc(N)cc23)C(F)C1. As a reaction SMILES: [CH3:24][OH:25].[F:1][CH:2]1[CH2:3][N:4]([CH3:20])[CH2:5][CH2:6][CH:7]1[c:8]1[cH:9][nH:10][c:11]2[cH:12][cH:13][c:14]([N+:17]([O-:18])=[O:19])[cH:15][c:16]12.[NH2:22][NH2:23].[OH2:21]>>[F:1][CH:2]1[CH2:3][N:4]([CH3:20])[CH2:5][CH2:6][CH:7]1[c:8]1[cH:9][nH:10][c:11]2[cH:12][cH:13][c:14]([NH2:17])[cH:15][c:16]12.